Dataset: the Open Reaction Database (ORD), a public repository of structured organic reaction records. Task: describe an organic reaction: reactants, conditions, products, and yield The reactants are [Al+3], CC(=O)NCCN(CCC12CC3CC(CC(C3)C1)C2)C(=O)NCCCc1ccncc1, CCOC(C)=O, CCOCC, [H-], [H-], [H-], [H-], [Li+], [Na+], C1CCOC1, [OH-]. The product is CCNCCN(CCC12CC3CC(CC(C3)C1)C2)C(=O)NCCCc1ccncc1. RXN SMILES: [Al+3:2].[C:7]([CH3:8])(=[O:9])[NH:10][CH2:11][CH2:12][N:13]([C:14](=[O:15])[NH:16][CH2:17][CH2:18][CH2:19][c:20]1[cH:21][cH:22][n:23][cH:24][cH:25]1)[CH2:26][CH2:27][C:28]12[CH2:29][CH:30]3[CH2:31][CH:32]([CH2:33][CH:34]([CH2:35]1)[CH2:36]3)[CH2:37]2.[CH3:38][CH2:39][O:40][C:41](=[O:42])[CH3:43].[CH3:46][CH2:47][O:48][CH2:49][CH3:50].[H-:1].[H-:4].[H-:5].[H-:6].[Li+:3].[Na+:45].[O:51]1[CH2:52][CH2:53][CH2:54][CH2:55]1.[OH-:44]>>[CH2:7]([CH3:8])[NH:10][CH2:11][CH2:12][N:13]([C:14](=[O:15])[NH:16][CH2:17][CH2:18][CH2:19][c:20]1[cH:21][cH:22][n:23][cH:24][cH:25]1)[CH2:26][CH2:27][C:28]12[CH2:29][CH:30]3[CH2:31][CH:32]([CH2:33][CH:34]([CH2:35]1)[CH2:36]3)[CH2:37]2. Starting materials: CS(=O)[O-].[Na+] (sodium methanesulphinate), Cl (hydrochloric acid), ClC1=CC=C(C=C1)S(=O)(=O)NCCC=1C=C(C=C(C1)C(C1=CC=C(C=C1)F)=O)CCC(=O)O (3-[2-[(4-chlorophenyl)sulphonylamino]ethyl]-5-(4-fluorobenzoyl)benzenepropanoic acid), CS(=O)[O-].[Na+] (sodium methanesulphinate). Run in CS(=O)C (dimethylsulphoxide), O (water). Run at time 20 hour. Product: ClC1=CC=C(C=C1)S(=O)(=O)NCCC=1C=C(C=C(C1)C(C1=CC=C(C=C1)S(=O)(=O)C)=O)CCC(=O)O (3-[2-[(4-Chlorophenyl)sulphonylamino]ethyl]-5-(4-methylsulphonylbenzoyl)benzenepropanoic acid). The yield is 41.0%. As a reaction SMILES: [Cl:1][C:2]1[CH:7]=[CH:6][C:5]([S:8]([NH:11][CH2:12][CH2:13][C:14]2[CH:15]=[C:16]([CH2:29][CH2:30][C:31]([OH:33])=[O:32])[CH:17]=[C:18]([C:20](=[O:28])[C:21]3[CH:26]=[CH:25][C:24](F)=[CH:23][CH:22]=3)[CH:19]=2)(=[O:10])=[O:9])=[CH:4][CH:3]=1.[CH3:34][S:35]([O-:37])=[O:36].[Na+].Cl>CS(C)=O.O>[Cl:1][C:2]1[CH:7]=[CH:6][C:5]([S:8]([NH:11][CH2:12][CH2:13][C:14]2[CH:15]=[C:16]([CH2:29][CH2:30][C:31]([OH:33])=[O:32])[CH:17]=[C:18]([C:20](=[O:28])[C:21]3[CH:26]=[CH:25][C:24]([S:35]([CH3:34])(=[O:37])=[O:36])=[CH:23][CH:22]=3)[CH:19]=2)(=[O:10])=[O:9])=[CH:4][CH:3]=1 |f:1.2|. Procedure details: A solution of 3-[2-[(4-chlorophenyl)sulphonylamino]ethyl]-5-(4-fluorobenzoyl)benzenepropanoic acid (0.25 g) and sodium methanesulphinate (0.61 g) in dimethylsulphoxide (1.0 ml) was heated at 130° C. under dry nitrogen for 30 hours. Additional sodium methanesulphinate (1.2 g) was added and heating was continued for a further 20 hours. The solution was diluted with water, acidified with 2N hydrochloric acid and extracted several times with ethyl acetate. The combined extracts were washed with wate... Yields the product N#Cc1cc(Br)ccc1N1CCCCC1. The reactants are N#Cc1cc(Br)ccc1F, O=C([O-])[O-], C1CCNCC1, CS(C)=O, [Cs+], [Cs+]. As a reaction SMILES: [Br:1][c:2]1[cH:3][cH:4][c:5]([F:10])[c:6]([C:7]#[N:8])[cH:9]1.[C:17](=[O:18])([O-:19])[O-:20].[CH2:11]1[CH2:12][CH2:13][NH:14][CH2:15][CH2:16]1.[CH3:23][S:24]([CH3:25])=[O:26].[Cs+:21].[Cs+:22]>>[Br:1][c:2]1[cH:3][cH:4][c:5]([N:14]2[CH2:13][CH2:12][CH2:11][CH2:16][CH2:15]2)[c:6]([C:7]#[N:8])[cH:9]1. Starting materials: [H-].[Na+] (Sodium hydride), [N+](=O)([O-])C=1C=C(C=CC1)NC(CCCl)=O (N-(3-nitrophenyl)-β-chloropropionamide), C1=CC=CC=C1 (benzene). Solvent: C(Cl)(Cl)(Cl)Cl (carbon tetrachloride). Reaction conditions: time 8 hour. The product is [N+](=O)([O-])C=1C=C(C=CC1)N1C(CC1)=O (N-(3-nitrophenyl)-2-azetidinone). Reaction SMILES: [H-].[Na+].[N+:3]([C:6]1[CH:7]=[C:8]([NH:12][C:13](=[O:17])[CH2:14][CH2:15]Cl)[CH:9]=[CH:10][CH:11]=1)([O-:5])=[O:4].C1C=CC=CC=1>C(Cl)(Cl)(Cl)Cl>[N+:3]([C:6]1[CH:7]=[C:8]([N:12]2[CH2:15][CH2:14][C:13]2=[O:17])[CH:9]=[CH:10][CH:11]=1)([O-:5])=[O:4] |f:0.1|. Reported procedure: Sodium hydride (0.1 mole; 57% dispersion in mineral oil) is charged into a glass reaction flask. The mineral oil is removed by washing the sodium hydride with benzene, and dimethyl sulfoxide (50 ml) is thereafter slowly added with stirring. The mixture is stirred until no more hydrogen gas evolves. A solution of N-(3-nitrophenyl)-β-chloropropionamide (0.08 mole) in carbon tetrachloride (50 ml) is added dropwise to the reaction flask with stirring while maintaining the temperature of the reaction... The reactants are ClC=1C=C(C=CC1F)C(CC(C(F)(F)F)=O)=O (1-(3-chloro-4-fluoro-phenyl)-4,4,4-trifluoro-butane-1,3-dione), 3-chloro-4-fluoro-acetophenone, NC1=NNC=C1C#N (3-amino-4-cyano-pyrazole). Product: ClC=1C=C(C=CC1F)C1=NC=2N(C(=C1)C(F)(F)F)N=CC2C#N (5-(3-Chloro-4-fluoro-phenyl)-7-trifluoromethyl-pyrazolo[1,5-a]pyrimidine-3-carbonitrile). Isolated yield 32.0%. As a reaction SMILES: [Cl:1][C:2]1[CH:3]=[C:4]([C:9](=O)[CH2:10][C:11](=O)[C:12]([F:15])([F:14])[F:13])[CH:5]=[CH:6][C:7]=1[F:8].[NH2:18][C:19]1[C:23]([C:24]#[N:25])=[CH:22][NH:21][N:20]=1>>[Cl:1][C:2]1[CH:3]=[C:4]([C:9]2[CH:10]=[C:11]([C:12]([F:15])([F:14])[F:13])[N:20]3[N:21]=[CH:22][C:23]([C:24]#[N:25])=[C:19]3[N:18]=2)[CH:5]=[CH:6][C:7]=1[F:8]. Reported procedure: Reaction of 1-(3-chloro-4-fluoro-phenyl)-4,4,4-trifluoro-butane-1,3-dione (269 mg, 1.0 mmol), prepared from commercially available 3-chloro-4-fluoro-acetophenone according to general procedure A, and 3-amino-4-cyano-pyrazole (108 mg, 1.0 mmol) according to general procedure B yielded the title compound as an off-white solid (109 mg, 32%). MS (ISP) 341.0 [(M+H)+]; mp 190° C. Reactants: FC1=CC=C(CO)C=C1 (4-fluorobenzyl alcohol), Cl.NCC(CCC(=O)O)=O (5-amino-4-oxopentanoic acid hydrochloride). Conditions: time 3 hour. Yields the product Cl.NCC(CCC(=O)OCC1=CC=C(C=C1)F)=O (4-Fluorobenzyl 5-amino-4-oxopentanoate Hydrochloride). As a reaction SMILES: [F:1][C:2]1[CH:9]=[CH:8][C:5]([CH2:6][OH:7])=[CH:4][CH:3]=1.[ClH:10].[NH2:11][CH2:12][C:13](=[O:19])[CH2:14][CH2:15][C:16](O)=[O:17]>>[ClH:10].[NH2:11][CH2:12][C:13](=[O:19])[CH2:14][CH2:15][C:16]([O:7][CH2:6][C:5]1[CH:8]=[CH:9][C:2]([F:1])=[CH:3][CH:4]=1)=[O:17] |f:1.2,3.4|. Procedure: From 4-fluorobenzyl alcohol (5.0 g; 40 mmol) and 5-amino-4-oxopentanoic acid hydrochloride (1.0 g; 6.0 mmol). The reaction was complete after 3 h at 90° C. The yield was 1.02 g (62%).